Dataset: the Open Reaction Database (ORD), a public repository of structured organic reaction records. Task: describe an organic reaction: reactants, conditions, products, and yield The reactants are FC=1C=C(C=CC1)C=1C=CC(=NC1)/C=C/C=O ((E)-3-[5-(3-fluorophenyl)pyridin-2-yl]propenal), NC1=CC=NN1.C1CC1CC(=O)N (5-amino-1H-pyrazole 3-cyclopropylmethylcarboxamide), CC1(CC(=O)CC(=O)C1)C (dimedone). The solvent is C(C)O (ethanol). Product: FC=1C=C(C=CC1)C=1C=CC(=NC1)/C=C/C1C2=C(NC=3CC(CC(C13)=O)(C)C)NN=C2.C1CC1CC(=O)N (4-{(E)-2-[5-(3-Fluorophenyl)pyridin-2-yl]vinyl}-7,7-dimethyl-5-oxo-4,5,6,7,8,9-hexahydro-1H-pyrazolo[3,4-b]quinoline 3-cyclopropylmethylcarboxamide). Reaction SMILES: [F:1][C:2]1[CH:3]=[C:4]([C:8]2[CH:9]=[CH:10][C:11](/[CH:14]=[CH:15]/[CH:16]=O)=[N:12][CH:13]=2)[CH:5]=[CH:6][CH:7]=1.[NH2:18][C:19]1[NH:23][N:22]=[CH:21][CH:20]=1.[CH2:24]1[CH:26]([CH2:27][C:28]([NH2:30])=[O:29])[CH2:25]1.[CH3:31][C:32]1([CH3:40])[CH2:39][C:37](=O)[CH2:36][C:34](=[O:35])[CH2:33]1>C(O)C>[F:1][C:2]1[CH:3]=[C:4]([C:8]2[CH:9]=[CH:10][C:11](/[CH:14]=[CH:15]/[CH:16]3[C:36]4[C:34](=[O:35])[CH2:33][C:32]([CH3:40])([CH3:31])[CH2:39][C:37]=4[NH:18][C:19]4[NH:23][N:22]=[CH:21][C:20]3=4)=[N:12][CH:13]=2)[CH:5]=[CH:6][CH:7]=1.[CH2:25]1[CH:26]([CH2:27][C:28]([NH2:30])=[O:29])[CH2:24]1 |f:1.2,5.6|. Reported procedure: According to general procedure A, a mixture of 50 mg of (E)-3-[5-(3-fluorophenyl)pyridin-2-yl]propenal, 40 mg of 5-amino-1H-pyrazole-3-cyclopropylmethylcarboxamide, 31 mg of dimedone and 5 ml of ethanol is boiled under reflux for 2 hours. After cooling, the mixture is concentrated and purified by column chromatography (silica gel, methanol:DCM=5:95). Reactants: CC1=C(C(=NC=C1CO)C)O.Cl (4-deoxypyridoxine hydrochloride), IC=1C=C(C#N)C=CC1 (3-iodobenzonitrile). The product is OCC=1C(=C(C(=NC1)C)OC=1C=C(C#N)C=CC1)C (3-(5-Hydroxymethyl-2,4-dimethyl-pyridin-3-yloxy)-benzonitrile). Yield: 6.7%. Reaction SMILES: [CH3:1][C:2]1[C:7]([CH2:8][OH:9])=[CH:6][N:5]=[C:4]([CH3:10])[C:3]=1[OH:11].Cl.I[C:14]1[CH:15]=[C:16]([CH:19]=[CH:20][CH:21]=1)[C:17]#[N:18]>>[OH:9][CH2:8][C:7]1[C:2]([CH3:1])=[C:3]([O:11][C:14]2[CH:15]=[C:16]([CH:19]=[CH:20][CH:21]=2)[C:17]#[N:18])[C:4]([CH3:10])=[N:5][CH:6]=1 |f:0.1|. Procedure: The coupling of 4-deoxypyridoxine hydrochloride (5.6 g, 29.5 mmol) and 3-iodobenzonitrile (10.0 g, 43.0 mmol), as described in Example 81, gave 3-(5-hydroxymethyl-2,4-dimethyl-pyridin-3-yloxy)-benzonitrile (93) (0.5 g, 7.5% yield).